This data is from the Open Reaction Database (ORD), a public repository of structured organic reaction records. The task is: describe an organic reaction: reactants, conditions, products, and yield The reactants are C(C=C)OC1=CC=C(C(=O)OCC)C=C1 (ethyl 4-allyloxybenzoate), [OH-].[K+] (potassium hydroxide). The solvent is O (water). Yields the product C(C=C)OC1=CC=C(C(=O)O)C=C1 (4-allyloxybenzoic acid). As a reaction SMILES: [CH2:1]([O:4][C:5]1[CH:15]=[CH:14][C:8]([C:9]([O:11]CC)=[O:10])=[CH:7][CH:6]=1)[CH:2]=[CH2:3].[OH-].[K+]>O>[CH2:1]([O:4][C:5]1[CH:15]=[CH:14][C:8]([C:9]([OH:11])=[O:10])=[CH:7][CH:6]=1)[CH:2]=[CH2:3] |f:1.2|. Procedure: A mixture containing 30 g. of ethyl 4-allyloxybenzoate and 180 ml. of 10% aqueous potassium hydroxide solution was stirred and heated on a steam bath for 21/2 hours. The resulting reaction mixture was diluted with one volume of water and filtered through a sintered glass funnel. The filtrate was stirred and acidified with excess concentrated hydrochloric acid. More water was added in order to facilitate stirring. The copious white solid precipitate was collected and dried in a vacuum oven at 60°... The reactants are O=C([O-])O, CN1CCCC1=O, Clc1ncnc2cc[nH]c12, CCOC(=O)c1cc(N)ccc1Oc1cc(Cl)cc(Cl)c1, [Na+]. The product is CCOC(=O)c1cc(Nc2ncnc3cc[nH]c23)ccc1Oc1cc(Cl)cc(Cl)c1. Reaction SMILES: [C:39](=[O:40])([O-:41])[OH:42].[CH3:32][N:33]1[CH2:34][CH2:35][CH2:36][C:37]1=[O:38].[Cl:1][c:2]1[c:3]2[c:4]([n:5][cH:6][n:7]1)[cH:8][cH:9][nH:10]2.[NH2:11][c:12]1[cH:13][cH:14][c:15]([O:23][c:24]2[cH:25][c:26]([Cl:31])[cH:27][c:28]([Cl:30])[cH:29]2)[c:16]([C:17](=[O:18])[O:19][CH2:20][CH3:21])[cH:22]1.[Na+:43]>>[c:2]1([NH:11][c:12]2[cH:13][cH:14][c:15]([O:23][c:24]3[cH:25][c:26]([Cl:31])[cH:27][c:28]([Cl:30])[cH:29]3)[c:16]([C:17](=[O:18])[O:19][CH2:20][CH3:21])[cH:22]2)[c:3]2[c:4]([n:5][cH:6][n:7]1)[cH:8][cH:9][nH:10]2. Reactants: CN(C)CCCl, Cc1cccc(C)c1, Cl, COc1ccc2c(c1)c(C)cn2S(=O)(=O)c1ccc(OC)c(N)c1, CN(C)C=O. Yields the product COc1ccc2c(c1)c(C)cn2S(=O)(=O)c1ccc(OC)c(NCCN(C)C)c1. RXN SMILES: [CH3:31][N:32]([CH2:33][CH2:34][Cl:35])[CH3:36].[CH3:37][c:38]1[cH:39][c:40]([CH3:41])[cH:42][cH:43][cH:44]1.[ClH:30].[NH2:1][c:2]1[cH:3][c:4]([S:10](=[O:11])(=[O:12])[n:13]2[cH:14][c:15]([CH3:24])[c:16]3[cH:17][c:18]([O:22][CH3:23])[cH:19][cH:20][c:21]23)[cH:5][cH:6][c:7]1[O:8][CH3:9].[O:25]=[CH:26][N:27]([CH3:28])[CH3:29]>>[NH:1]([c:2]1[cH:3][c:4]([S:10](=[O:11])(=[O:12])[n:13]2[cH:14][c:15]([CH3:24])[c:16]3[cH:17][c:18]([O:22][CH3:23])[cH:19][cH:20][c:21]23)[cH:5][cH:6][c:7]1[O:8][CH3:9])[CH2:34][CH2:33][N:32]([CH3:31])[CH3:36]. The reactants are FC1=C(C=O)C=C(C=C1)C1N(S(NC=2C3=NC=CC=C3C=CC12)(=O)=O)C (2-fluoro-5-(2-methyl-3,3-dioxo-1,2,3,4-tetrahydro-3λ*6*-thia-2,4,5-triaza-phenanthren-1-yl)-benzaldehyde), N1CCNCC1 (piperazine), C(C)(=O)O[BH-](OC(C)=O)OC(C)=O.[Na+] (sodium triacetoxyborohydride). Solvent: ClCCCl (DCE). Yields the product FC1=C(C=C(C=C1)C1N(S(NC=2C3=NC=CC=C3C=CC12)(=O)=O)C)CN1CCNCC1 (1-(4-Fluoro-3-piperazin-1-ylmethyl-phenyl)-2-methyl-1,4-dihydro-2H-3-thia-2,4,5-triaza-phenanthrene 3,3-dioxide). The yield is 10.5%. Reaction SMILES: [F:1][C:2]1[CH:9]=[CH:8][C:7]([CH:10]2[C:23]3[CH:22]=[CH:21][C:20]4[C:15](=[N:16][CH:17]=[CH:18][CH:19]=4)[C:14]=3[NH:13][S:12](=[O:25])(=[O:24])[N:11]2[CH3:26])=[CH:6][C:3]=1[CH:4]=O.[NH:27]1[CH2:32][CH2:31][NH:30][CH2:29][CH2:28]1.C(O[BH-](OC(=O)C)OC(=O)C)(=O)C.[Na+]>ClCCCl>[F:1][C:2]1[CH:9]=[CH:8][C:7]([CH:10]2[C:23]3[CH:22]=[CH:21][C:20]4[C:15](=[N:16][CH:17]=[CH:18][CH:19]=4)[C:14]=3[NH:13][S:12](=[O:25])(=[O:24])[N:11]2[CH3:26])=[CH:6][C:3]=1[CH2:4][N:27]1[CH2:32][CH2:31][NH:30][CH2:29][CH2:28]1 |f:2.3|. Procedure details: In a similar fashion using route 37 general procedure 90, 2-fluoro-5-(2-methyl-3,3-dioxo-1,2,3,4-tetrahydro-3λ*6*-thia-2,4,5-triaza-phenanthren-1-yl)-benzaldehyde 422 (50 mg, 0.13 mmol), piperazine (12 mg, 0.13 mmol) and sodium triacetoxyborohydride (40 mg, 0.19 mmol) in DCE (2 ml) gave the title compound (6 mg, 10%) after purification by preparative HPLC (acidic conditions 1). As a reaction SMILES: Cl.[Cl:2][C:3]1[CH:4]=[C:5]([C:10]23[CH:15]([CH:16]=[N:17][O:18][CH3:19])[CH:14]2[CH2:13][N:12](C(OC(C)(C)C)=O)[CH2:11]3)[CH:6]=[CH:7][C:8]=1[Cl:9].CCCCCC>C(Cl)Cl>[ClH:2].[CH3:19][O:18][N:17]=[CH:16][CH:15]1[C:10]2([C:5]3[CH:6]=[CH:7][C:8]([Cl:9])=[C:3]([Cl:2])[CH:4]=3)[CH:14]1[CH2:13][NH:12][CH2:11]2. The reactants are CCCCCC (hexane), Cl (HCl), ClC=1C=C(C=CC1Cl)C12CN(CC2C1C=NOC)C(=O)OC(C)(C)C (tert-butyl 1-(3,4-dichlorophenyl)-6-((methoxyimino)methyl)-3-azabicyclo[3.1.0]hexane-3-carboxylate). Procedure details: HCl (g) was bubbled through a solution of tert-butyl 1-(3,4-dichlorophenyl)-6-((methoxyimino)methyl)-3-azabicyclo[3.1.0]hexane-3-carboxylate (2.40 g, 6.23 mmol) obtained in step-1 of example 7 in dry DCM (40 mL). After the completion of the reaction as confirmed by TLC, the reaction mixture was purged with excess of nitrogen. The solvent was removed in vacuo to afford a gummy solid which was titurated with hexane to afford hydrochloric acid salt of 1-(3,4-dichlorophenyl)-3-azabicyclo[3.1.0]hexan... Run in C(Cl)Cl (DCM). Yields the product Cl (hydrochloric acid), CON=CC1C2CNCC12C1=CC(=C(C=C1)Cl)Cl (1-(3,4-dichlorophenyl)-3-azabicyclo[3.1.0]hexane-6-carbaldehyde O-methyl oxime). Isolated yield 219.5%. Reactants: C(C)(=O)C1=CC=C(C=C1)NC1=NC=CC(=N1)C=1C=NC=CC1 (N-(4-acetylphenyl)-4-(3-pyridinyl)-2-pyrimidinamine), C(=O)N (formamide), C(=O)O (formic acid). Run in O (water). Reaction conditions: time 8 hour. The product is N1=CC(=CC=C1)C1=NC(=NC=C1)NC1=CC=C(C=C1)C(C)NC=O (N-[1-[4-[[4-(3-Pyridinyl)-2-pyrimidinyl]amino]phenyl]ethyl]formamide). RXN SMILES: [C:1]([C:4]1[CH:9]=[CH:8][C:7]([NH:10][C:11]2[N:16]=[C:15]([C:17]3[CH:18]=[N:19][CH:20]=[CH:21][CH:22]=3)[CH:14]=[CH:13][N:12]=2)=[CH:6][CH:5]=1)(=O)[CH3:2].[CH:23]([NH2:25])=[O:24].C(O)=O>O>[N:19]1[CH:20]=[CH:21][CH:22]=[C:17]([C:15]2[CH:14]=[CH:13][N:12]=[C:11]([NH:10][C:7]3[CH:8]=[CH:9][C:4]([CH:1]([NH:25][CH:23]=[O:24])[CH3:2])=[CH:5][CH:6]=3)[N:16]=2)[CH:18]=1. Reported procedure: A mixture of 7.25 g of N-(4-acetylphenyl)-4-(3-pyridinyl)-2-pyrimidinamine, 100 ml of formamide and 31 ml, of 98% formic acid was refluxed with stirring overnight. The solvents were then boiled off for 1/2 hour, the reaction cooled and poured into one liter of water. This was extracted with 725 ml of chloroform. The chloroform extract was back washed with 150 ml of water, then dried, filtered and evaporated to a foam. The foam was partitioned between chloroform and water. An equal volume of satu... The reactants are [BH4-], C=C(C)C1CCC(C)(C)C(=O)C1C(=O)OC, CO, CCOC(C)=O, [Ce+2], [Cl-], [Cl-], [Na+], O, O, O, O, O, O, O. Yields the product C=C(C)C1CCC(C)(C)C(O)C1C(=O)OC. RXN SMILES: [BH4-:27].[CH3:1][C:2]1([CH3:16])[C:3](=[O:15])[CH:4]([C:11](=[O:12])[O:13][CH3:14])[CH:5]([C:8](=[CH2:9])[CH3:10])[CH2:6][CH2:7]1.[CH3:29][OH:30].[CH3:31][CH2:32][O:33][C:34](=[O:35])[CH3:36].[Ce+2:25].[Cl-:24].[Cl-:26].[Na+:28].[OH2:17].[OH2:18].[OH2:19].[OH2:20].[OH2:21].[OH2:22].[OH2:23]>>[CH3:1][C:2]1([CH3:16])[CH:3]([OH:15])[CH:4]([C:11](=[O:12])[O:13][CH3:14])[CH:5]([C:8](=[CH2:9])[CH3:10])[CH2:6][CH2:7]1. Starting materials: BrCC1(COC1)C (3-(bromomethyl)-3-methyloxetane), C(=O)([O-])[O-].[Cs+].[Cs+] (Cs2CO3), ClC1=C(CN2C(N(S(C3=C2C=CC=C3)(=O)=O)CC3=NC=CC=C3)=O)C(=CC=C1)F (4-(2-Chloro-6-fluorobenzyl)-2-(pyridin-2-ylmethyl)-2H-1,2,4-benzothiadiazin-3(4H)-one 1,1-dioxide). Yields the product ClC1=C(CN2C(N(S(C3=C2C=CC=C3)(=O)=O)CC3(COC3)C)=O)C(=CC=C1)F (4-(2-Chloro-6-fluorobenzyl)-2-[(3-methyloxetan-3-yl)methyl]-2H-1,2,4-benzothiadiazin-3(4H)-one 1,1-dioxide). RXN SMILES: Br[CH2:2][C:3]1([CH3:7])[CH2:6][O:5][CH2:4]1.C([O-])([O-])=O.[Cs+].[Cs+].[Cl:14][C:15]1[CH:41]=[CH:40][CH:39]=[C:38]([F:42])[C:16]=1[CH2:17][N:18]1[C:23]2[CH:24]=[CH:25][CH:26]=[CH:27][C:22]=2[S:21](=[O:29])(=[O:28])[N:20](CC2C=CC=CN=2)[C:19]1=[O:37]>>[Cl:14][C:15]1[CH:41]=[CH:40][CH:39]=[C:38]([F:42])[C:16]=1[CH2:17][N:18]1[C:23]2[CH:24]=[CH:25][CH:26]=[CH:27][C:22]=2[S:21](=[O:29])(=[O:28])[N:20]([CH2:2][C:3]2([CH3:7])[CH2:6][O:5][CH2:4]2)[C:19]1=[O:37] |f:1.2.3|. Reported procedure: The title compound (123 mg, 0.29 mmol) was prepared from (IntE1) (0.3 g, 0.88 mmol), 3-(bromomethyl)-3-methyloxetane (0.21 g, 1.32 mmol) and Cs2CO3 (0.86 g, 2.64 mmol) using the methods of (128). Starting materials: ice water, C(C)(C)(C)OC(NC1=CC=CC2=CC=C(C=C12)O)=O ((7-hydroxy-naphthalen-1-yl)-carbamic acid tert-butyl ester), C([O-])([O-])=O.[K+].[K+] (potassium carbonate), C(C1=CC=CC=C1)Br (benzyl bromide). Solvent: CN(C=O)C (N,N-dimethylformamide). The product is C(C)(C)(C)OC(NC1=CC=CC2=CC=C(C=C12)OCC1=CC=CC=C1)=O ((7-benzyloxy-naphthalen-1-yl)-carbamic acid tert-butyl ester). Yield: 86.1%. Reaction SMILES: [C:1]([O:5][C:6](=[O:19])[NH:7][C:8]1[C:17]2[C:12](=[CH:13][CH:14]=[C:15]([OH:18])[CH:16]=2)[CH:11]=[CH:10][CH:9]=1)([CH3:4])([CH3:3])[CH3:2].C(=O)([O-])[O-].[K+].[K+].[CH2:26](Br)[C:27]1[CH:32]=[CH:31][CH:30]=[CH:29][CH:28]=1>CN(C)C=O>[C:1]([O:5][C:6](=[O:19])[NH:7][C:8]1[C:17]2[C:12](=[CH:13][CH:14]=[C:15]([O:18][CH2:26][C:27]3[CH:32]=[CH:31][CH:30]=[CH:29][CH:28]=3)[CH:16]=2)[CH:11]=[CH:10][CH:9]=1)([CH3:4])([CH3:2])[CH3:3] |f:1.2.3|. Reported procedure: To a mixture of (7-hydroxy-naphthalen-1-yl)-carbamic acid tert-butyl ester (5.11 g, 19.7 mmol) and potassium carbonate (3.26 g, 23.6 mmol) in N,N-dimethylformamide is added benzyl bromide (3 mL, 4.31 g, 25.2 mmol) slowly. The mixture is then stirred at room temperature over night and poured into ice-water (150 mL). The resulting mixture is extracted with ethyl acetate (4×100 mL) and the organic portions are combined, washed with water and brine, dried over sodium sulfate, concentrated and purifi...